From a dataset of the Open Reaction Database (ORD), a public repository of structured organic reaction records. describe an organic reaction: reactants, conditions, products, and yield The reactants are C(#N)NC(SC)=NCCSCC1=NC=CN=C1 (N-cyano-N'-[2-(2-pyrazinylmethylthio)ethyl]-S-methylisothiourea), CN (methylamine). Yields the product C(#N)NC(=NCCSCC1=NC=CN=C1)NC (N-Cyano-N'-methyl-N"-[2-(2-pyrazinylmethylthio)ethyl]-guanidine). As a reaction SMILES: [C:1]([NH:3][C:4](=[N:7][CH2:8][CH2:9][S:10][CH2:11][C:12]1[CH:17]=[N:16][CH:15]=[CH:14][N:13]=1)SC)#[N:2].[CH3:18][NH2:19]>>[C:1]([NH:3][C:4]([NH:19][CH3:18])=[N:7][CH2:8][CH2:9][S:10][CH2:11][C:12]1[CH:17]=[N:16][CH:15]=[CH:14][N:13]=1)#[N:2]. Procedure details: Reaction of this isothiourea with methylamine by the procedure of Example 3(c)(iii) gives the title compound. Starting materials: CC12C(OC(CC1)(C2(C)C)C(=O)NC2=CC=C(C=C2)CC#N)=O (4,7,7-Trimethyl-3-oxo-N-[4-(cyanomethyl)phenyl]-2-oxabicyclo[2.2.1]-heptane-1-carboxamide), [N-]=[N+]=[N-].[Na+] (sodium azide), [Cl-].[NH4+] (ammonium chloride), CN(C=O)C (dimethylformamide). The solvent is [Cl-].[Na+].O (brine), O (Water). Conditions: temperature 135 celsius. Product: CC12C(OC(CC1)(C2(C)C)C(=O)NC2=CC=C(C=C2)CC2=NN=NN2)=O (4,7,7-Trimethyl-3-oxo-N-[4-(1H-tetrazol-5-yl-methyl)phenyl]-2-oxabicyclo[2.2.1]heptane-1-carboxamide). Yield: 60.0%. RXN SMILES: [CH3:1][C:2]12[C:8]([CH3:10])([CH3:9])[C:5]([C:11]([NH:13][C:14]3[CH:19]=[CH:18][C:17]([CH2:20][C:21]#[N:22])=[CH:16][CH:15]=3)=[O:12])([CH2:6][CH2:7]1)[O:4][C:3]2=[O:23].[N-:24]=[N+:25]=[N-:26].[Na+].[Cl-].[NH4+].CN(C)C=O>[Cl-].[Na+].O.O>[CH3:1][C:2]12[C:8]([CH3:9])([CH3:10])[C:5]([C:11]([NH:13][C:14]3[CH:19]=[CH:18][C:17]([CH2:20][C:21]4[NH:26][N:25]=[N:24][N:22]=4)=[CH:16][CH:15]=3)=[O:12])([CH2:6][CH2:7]1)[O:4][C:3]2=[O:23] |f:1.2,3.4,6.7.8|. Reported procedure: 4,7,7-Trimethyl-3-oxo-N-[4-(cyanomethyl)phenyl]-2-oxabicyclo[2.2.1]-heptane-1-carboxamide (6 g, prepared in the preceding paragraph), sodium azide (6.24 g), ammonium chloride (5.1 g) and dimethylformamide (100 mL) were heated in a 135° C. oil bath for 20 hours under a nitrogen atmosphere. Water was added to the hot mixture until homogeneity was achieved. The mixture was then cooled to room temperature, poured onto saturated brine solution in a separatory funnel, and extracted with ethyl acetate.... The reactants are C1=CC(=CC=C1[N+](=O)[O-])OC2C(C(C(C(O2)CO)O)O)O (pNPG), C1=CC(=CC=C1[N+](=O)[O-])OC2C(C(C(C(O2)CO)O)O)O (p-nitrophenyl-β-D-glucopyranoside), C1=CC(=CC=C1[N+](=O)[O-])OC2C(C(C(C(O2)CO)O)O)O (pNPG). Solvent: P(=O)([O-])([O-])[O-].[Na+].[Na+].[Na+] (sodium phosphate). Run at time 1 hour. The product is O(C1[C@H](O)[C@@H](O)[C@H](O)[C@H](O1)CO)C1=CC=C(C=C1)[N+](=O)[O-] (Para-nitrophenyl glucopyranoside). Reaction SMILES: [CH:1]1[C:6]([N+:7]([O-:9])=[O:8])=[CH:5][CH:4]=[C:3]([O:10][CH:11]2[O:16][CH:15]([CH2:17][OH:18])[CH:14]([OH:19])[CH:13]([OH:20])[CH:12]2[OH:21])[CH:2]=1>P([O-])([O-])([O-])=O.[Na+].[Na+].[Na+]>[O:10]([C:3]1[CH:2]=[CH:1][C:6]([N+:7]([O-:9])=[O:8])=[CH:5][CH:4]=1)[CH:11]1[O:16][C@H:15]([CH2:17][OH:18])[C@@H:14]([OH:19])[C@H:13]([OH:20])[C@H:12]1[OH:21] |f:1.2.3.4|. Reported procedure: A colorimetric pNPG (p-nitrophenyl-β-D-glucopyranoside)-based assay was used for measuring β-glucosidase activity. In a total volume of 100 μL, 20 μL clear media supernatant containing β-glucosidase enzyme was added to 4 mM pNPG (Sigma-Aldrich, Inc. St. Louis, Mo.) solution in 50 mM sodium phosphate buffer at pH6.5. The reactions were incubated at pH 6.5, 45° C. for 1 hour. The reaction mixture was quenched with 100 μL of 1M sodium carbonate pH 11 solution. The absorbance of the solution was mea... The product is O=[N+]([O-])c1cc(F)c(Oc2ccc(F)cc2)c(F)c1. As a reaction SMILES: [F:13][c:14]1[cH:15][cH:16][c:17]([OH:20])[cH:18][cH:19]1.[F:1][c:2]1[cH:3][c:4]([N+:10](=[O:11])[O-:12])[cH:5][c:6]([F:9])[c:7]1[F:8].[O:21]=[CH:22][N:23]([CH3:24])[CH3:25]>>[F:1][c:2]1[cH:3][c:4]([N+:10](=[O:11])[O-:12])[cH:5][c:6]([F:9])[c:7]1[O:20][c:17]1[cH:16][cH:15][c:14]([F:13])[cH:19][cH:18]1. The reactants are Oc1ccc(F)cc1, O=[N+]([O-])c1cc(F)c(F)c(F)c1, CN(C)C=O. Starting materials: CCCCC, CCC(C)N=NC(C)(CC(C)C)N=C=O, NC1CCCCC1. Product: CCC(C)N=NC(C)(CC(C)C)NC(=O)NC1CCCCC1. As a reaction SMILES: [CH3:23][CH2:24][CH2:25][CH2:26][CH3:27].[CH:1]([CH3:2])([CH2:3][CH3:4])[N:5]=[N:6][C:7]([CH3:8])([CH2:9][CH:10]([CH3:11])[CH3:12])[N:13]=[C:14]=[O:15].[NH2:16][CH:17]1[CH2:18][CH2:19][CH2:20][CH2:21][CH2:22]1>>[CH:1]([CH3:2])([CH2:3][CH3:4])[N:5]=[N:6][C:7]([CH3:8])([CH2:9][CH:10]([CH3:11])[CH3:12])[NH:13][C:14](=[O:15])[NH:16][CH:17]1[CH2:18][CH2:19][CH2:20][CH2:21][CH2:22]1. Product: BrC1=CC=C(C(=O)NC2=C(C=CC(=C2)Cl)C#N)C=C1 (4-bromo-N-(5-chloro-2-cyano-phenyl)-benzamide). Reported procedure: Pyridine (0.144 mole) is given to a solution of 2-amino-4-chlorobenzonitrile (0,131 mole) in 100 ml tetrahydrofuran (THF) and a solution of 4-bromobenzoylchloride (31,6 g, 0,144 mole) in 50 ml THF is added under nitrogen. After addition of 100 ml THF, the mixture is stirred for 6 h at room temperature (rt). The crude reaction is then customary worked up for solution reactions affording 4-bromo-N-(5-chloro-2-cyano-phenyl)-benzamide as a solid; m.p. 151-152°. As a reaction SMILES: N1C=CC=CC=1.[NH2:7][C:8]1[CH:15]=[C:14]([Cl:16])[CH:13]=[CH:12][C:9]=1[C:10]#[N:11].[Br:17][C:18]1[CH:26]=[CH:25][C:21]([C:22](Cl)=[O:23])=[CH:20][CH:19]=1>O1CCCC1>[Br:17][C:18]1[CH:26]=[CH:25][C:21]([C:22]([NH:7][C:8]2[CH:15]=[C:14]([Cl:16])[CH:13]=[CH:12][C:9]=2[C:10]#[N:11])=[O:23])=[CH:20][CH:19]=1. Run at time 6 hour. Reactants: N1=CC=CC=C1 (Pyridine), NC1=C(C#N)C=CC(=C1)Cl (2-amino-4-chlorobenzonitrile), BrC1=CC=C(C(=O)Cl)C=C1 (4-bromobenzoylchloride). The solvent is O1CCCC1 (tetrahydrofuran), O1CCCC1 (THF), O1CCCC1 (THF). The reactants are ClC1=CC=C(C=N1)C(C)=O (1-(6-chloropyridin-3-yl)ethanone), NO (hydroxylamine), O (water). Yields the product ClC1=CC=C(C=N1)C(C)=NO (1-(6-Chloropyridin-3-yl)ethanone oxime). The yield is 94.0%. Reaction conditions: temperature 150 celsius. RXN SMILES: [Cl:1][C:2]1[N:7]=[CH:6][C:5]([C:8](=O)[CH3:9])=[CH:4][CH:3]=1.[NH2:11][OH:12].O>C(O)(=O)C.O1CCOCC1.C(Cl)(Cl)Cl.C(O)(C)C>[Cl:1][C:2]1[N:7]=[CH:6][C:5]([C:8](=[N:11][OH:12])[CH3:9])=[CH:4][CH:3]=1 |f:5.6|. Procedure: Combine 1-(6-chloropyridin-3-yl)ethanone (3.4 g, 22.8 mmol), hydroxylamine (50%) in water (5.77 g, 87.4 mmol) and 0.75 mL of acetic acid in 15 mL of dioxane in a pressure vessel. Seal the vessel and heat the mixture in an oil bath for 3 h at 150° C. Cool the mixture to RT. Dilute with chloroform/IPA (3/1), wash with water, and aqueous saturated sodium chloride. Separate the layers and dry the organic layer over sodium sulfate. Concentrate in vacuo to afford the title compound (3.52 g, 94%). MS (... Run in C(C)(=O)O (acetic acid), O1CCOCC1 (dioxane), C(Cl)(Cl)Cl.C(C)(C)O (chloroform isopropyl alcohol). Starting materials: [OH-].[Na+] (Sodium hydroxide), COC([C@H](CC1=CC=C(C=C1)C1=CC=CC=C1)NCP(=O)(OC)OC)=O ((S)-3-(Biphenyl-4-yl)-2-[(dimethylphosphonomethyl)-amino]-propionic acid methyl ester), Cl (hydrochloric acid). Run in CO (methanol). Run at time 4 hour. Yields the product C1(=CC=C(C=C1)C[C@@H](C(=O)O)NCP(=O)(OC)OC)C1=CC=CC=C1 ((S)-3-(Biphenyl-4-yl)-2-[(dimethylphosphonomethyl)-amino]-propionic acid). As a reaction SMILES: C[O:2][C:3](=[O:26])[C@@H:4]([NH:18][CH2:19][P:20]([O:24][CH3:25])([O:22][CH3:23])=[O:21])[CH2:5][C:6]1[CH:11]=[CH:10][C:9]([C:12]2[CH:17]=[CH:16][CH:15]=[CH:14][CH:13]=2)=[CH:8][CH:7]=1.[OH-].[Na+].Cl>CO>[C:9]1([C:12]2[CH:17]=[CH:16][CH:15]=[CH:14][CH:13]=2)[CH:8]=[CH:7][C:6]([CH2:5][C@H:4]([NH:18][CH2:19][P:20]([O:24][CH3:25])([O:22][CH3:23])=[O:21])[C:3]([OH:26])=[O:2])=[CH:11][CH:10]=1 |f:1.2|. Procedure details: (S)-3-(Biphenyl-4-yl)-2-[(dimethylphosphonomethyl)-amino]-propionic acid methyl ester (5 g, 13.2 mmol) is dissolved in methanol (60 mL) and cooled to 0°. 1N Sodium hydroxide (19.8 mL,19.8 mmol) is added dropwise. The solution is stirred at room temperature for 4 hours, then neutralized with 1N hydrochloric acid (20.2 mL, 20.2 mmol). The solvent is removed in vacuo at 10° from the gelatinous solution. The residue is extracted with methylene chloride (3×20 mL). The combined organic layers are wash...